Task: describe an organic reaction: reactants, conditions, products, and yield. Dataset: the Open Reaction Database (ORD), a public repository of structured organic reaction records The reactants are COC(=O)CN1N=NC=C1\C=C\1/CN(CCC1O)C(C1=CC=CC=C1)(C1=CC=CC=C1)C1=CC=CC=C1 ((E)-3-{[1-(methoxycarbonylmethyl)-1H-1,2,3-triazol-5-yl]methylidene}-1-(triphenylmethyl)piperidin-4-ol), ClCCl (dichloromethane), C(C)(=S)O (thioacetic acid), C(C(C)(C)C)OC(N(C)C)OCC(C)(C)C (N,N-dimethylformamide dineopentyl acetal). Run in C1(=CC=CC=C1)C (toluene), O (water). Reaction conditions: time 1 hour. Yields the product C(C)(=O)SC1/C(/CN(CC1)C(C1=CC=CC=C1)(C1=CC=CC=C1)C1=CC=CC=C1)=C/C1=CN=NN1CC(=O)OC ((E)-4-(acetylsulfanyl)-3-{[1-(methoxycarbonylmethyl)-1H-1,2,3-triazol-5-yl]methylidene}-1-(triphenylmethyl)piperidine). RXN SMILES: [CH3:1][O:2][C:3]([CH2:5][N:6]1[C:10](/[CH:11]=[C:12]2\[CH2:13][N:14]([C:19]([C:32]3[CH:37]=[CH:36][CH:35]=[CH:34][CH:33]=3)([C:26]3[CH:31]=[CH:30][CH:29]=[CH:28][CH:27]=3)[C:20]3[CH:25]=[CH:24][CH:23]=[CH:22][CH:21]=3)[CH2:15][CH2:16][CH:17]\2O)=[CH:9][N:8]=[N:7]1)=[O:4].ClCCl.[C:41]([OH:44])(=[S:43])[CH3:42].C(OC(OCC(C)(C)C)N(C)C)C(C)(C)C>O.C1(C)C=CC=CC=1>[C:41]([S:43][CH:17]1[CH2:16][CH2:15][N:14]([C:19]([C:20]2[CH:21]=[CH:22][CH:23]=[CH:24][CH:25]=2)([C:26]2[CH:27]=[CH:28][CH:29]=[CH:30][CH:31]=2)[C:32]2[CH:33]=[CH:34][CH:35]=[CH:36][CH:37]=2)[CH2:13]/[C:12]/1=[CH:11]\[C:10]1[N:6]([CH2:5][C:3]([O:2][CH3:1])=[O:4])[N:7]=[N:8][CH:9]=1)(=[O:44])[CH3:42]. Procedure: To a solution of (E)-3-{[1-(methoxycarbonylmethyl)-1H-1,2,3-triazol-5-yl]methylidene}-1-(triphenylmethyl)piperidin-4-ol (6.27 g) in a mixed solvent of dichloromethane (100 ml) and toluene (100 ml) were added thioacetic acid (3.62 ml) and N,N-dimethylformamide dineopentyl acetal (14.0 ml). After the mixture was stirred at room temperature for 1 hour, water was added thereto and products were extracted with ethyl acetate. The organic layer was washed with a saturated aqueous sodium chloride soluti... The reactants are [BH4-], CO, COc1cc2c3c(c1OC)C=NCC3c1ccccc1CC2, [Na+], O. Product: COc1cc2c3c(c1OC)CNCC3c1ccccc1CC2. RXN SMILES: [BH4-:1].[CH3:26][OH:27].[CH3:3][O:4][c:5]1[c:6]([O:23][CH3:24])[cH:7][c:8]2[c:9]3[c:14]1[CH:13]=[N:12][CH2:11][CH:10]3[c:15]1[c:16]([cH:19][cH:20][cH:21][cH:22]1)[CH2:17][CH2:18]2.[Na+:2].[OH2:25]>>[CH3:3][O:4][c:5]1[c:6]([O:23][CH3:24])[cH:7][c:8]2[c:9]3[c:14]1[CH2:13][NH:12][CH2:11][CH:10]3[c:15]1[c:16]([cH:19][cH:20][cH:21][cH:22]1)[CH2:17][CH2:18]2. Yield: 85.2%. Reported procedure: 2-(4'-Aminophenyl)-6-methylbenzothiazole (0.6 g, 2.5 mmol) was treated with bromine (0.403 g, 2.5 mmol) in dichloromethane according to the above-described general procedure for bromination. Crude product was purified by flash chromatography on silica gel, using ethyl acetate-hexane (1:3) as eluent, to give brown small crystals (0.68 g, 85.3%), m.p. 187.9-189.5° C. RXN SMILES: [NH2:1][C:2]1[CH:7]=[CH:6][C:5]([C:8]2[S:9][C:10]3[CH:16]=[C:15]([CH3:17])[CH:14]=[CH:13][C:11]=3[N:12]=2)=[CH:4][CH:3]=1.[Br:18]Br>ClCCl>[NH2:1][C:2]1[CH:3]=[CH:4][C:5]([C:8]2[S:9][C:10]3[CH:16]=[C:15]([CH3:17])[CH:14]=[CH:13][C:11]=3[N:12]=2)=[CH:6][C:7]=1[Br:18]. The product is NC1=C(C=C(C=C1)C=1SC2=C(N1)C=CC(=C2)C)Br (2-(4'-amino-3'-bromophenyl)-6-methylbenzothiazole). Starting materials: NC1=CC=C(C=C1)C=1SC2=C(N1)C=CC(=C2)C (2-(4'-Aminophenyl)-6-methylbenzothiazole), BrBr (bromine). Solvent: ClCCl (dichloromethane). Product: CCOC(=O)c1cc(-c2ccc(OC)cc2)[nH]c(=O)c1C(=O)OCC. The reactants are Cl, O=N[O-], CCOC(=O)c1cc(-c2ccc(OC)cc2)nc(N)c1C(=O)OCC, [Na+], C1COCCO1, O. As a reaction SMILES: [ClH:26].[N:33]([O-:34])=[O:35].[NH2:1][c:2]1[n:3][c:4](-[c:18]2[cH:19][cH:20][c:21]([O:24][CH3:25])[cH:22][cH:23]2)[cH:5][c:6]([C:13](=[O:14])[O:15][CH2:16][CH3:17])[c:7]1[C:8](=[O:9])[O:10][CH2:11][CH3:12].[Na+:36].[O:27]1[CH2:28][CH2:29][O:30][CH2:31][CH2:32]1.[OH2:37]>>[c:2]1(=[O:27])[nH:3][c:4](-[c:18]2[cH:19][cH:20][c:21]([O:24][CH3:25])[cH:22][cH:23]2)[cH:5][c:6]([C:13](=[O:14])[O:15][CH2:16][CH3:17])[c:7]1[C:8](=[O:9])[O:10][CH2:11][CH3:12]. Reactants: ClCCCN1CCN(CC1)C1=C(C=C(C=C1)F)OCC(F)(F)F (1-chloro-3-{4-[4-fluoro-2-(2,2,2-trifluoroethoxy)phenyl]piperazin-1-yl}propane), N1C(NC(CC1)=O)=O (5,6-dihydro-2,4(1H,3H)-pyrimidinedione). The product is Cl.FC1=CC(=C(C=C1)N1CCN(CC1)CCCN1C(NCCC1=O)=O)OCC(F)(F)F (3-(3-{4-[4-fluoro-2-(2,2,2-trifluoroethoxy)phenyl]piperazin-1-yl}propyl)-5,6-dihydro-2,4(1H,3H)-pyrimidinedione hydrochloride). Reaction SMILES: [Cl:1][CH2:2][CH2:3][CH2:4][N:5]1[CH2:10][CH2:9][N:8]([C:11]2[CH:16]=[CH:15][C:14]([F:17])=[CH:13][C:12]=2[O:18][CH2:19][C:20]([F:23])([F:22])[F:21])[CH2:7][CH2:6]1.[NH:24]1[CH2:29][CH2:28][C:27](=[O:30])[NH:26][C:25]1=[O:31]>>[ClH:1].[F:17][C:14]1[CH:15]=[CH:16][C:11]([N:8]2[CH2:9][CH2:10][N:5]([CH2:4][CH2:3][CH2:2][N:26]3[C:27](=[O:30])[CH2:28][CH2:29][NH:24][C:25]3=[O:31])[CH2:6][CH2:7]2)=[C:12]([O:18][CH2:19][C:20]([F:23])([F:22])[F:21])[CH:13]=1 |f:2.3|. Procedure details: substituting 1-chloro-3-{4-[4-fluoro-2-(2,2,2-trifluoroethoxy)phenyl]piperazin-1-yl}propane and 5,6-dihydro-2,4(1H,3H)-pyrimidinedione and recrystallizing from a solution of hydrochloric acid in alcohol gave 3-(3-{4-[4-fluoro-2-(2,2,2-trifluoroethoxy)phenyl]piperazin-1-yl}propyl)-5,6-dihydro-2,4(1H,3H)-pyrimidinedione hydrochloride, m.p. 186°-189° C.; Anal.: Calcd. for C19H24F4N5O3.(HCl)2 : C, 44.10; H, 5.06; N, 10.83%; Found: C, 43.99; H, 5.16; N, 10.78%; and Starting materials: FC1=CC=C(CN)C=C1 (4-fluorobenzylamine), ClC=1C2=C(N=C(N1)C1=CC=NC=C1)SC=C2C (4-chloro-2-(pyridin-4-yl)-5-methyl-thieno-[2,3-d]-pyrimidine). RXN SMILES: [F:1][C:2]1[CH:9]=[CH:8][C:5]([CH2:6][NH2:7])=[CH:4][CH:3]=1.Cl[C:11]1[C:12]2[C:25]([CH3:26])=[CH:24][S:23][C:13]=2[N:14]=[C:15]([C:17]2[CH:22]=[CH:21][N:20]=[CH:19][CH:18]=2)[N:16]=1>>[N:20]1[CH:19]=[CH:18][C:17]([C:15]2[N:16]=[C:11]([NH:7][CH2:6][C:5]3[CH:8]=[CH:9][C:2]([F:1])=[CH:3][CH:4]=3)[C:12]3[C:25]([CH3:26])=[CH:24][S:23][C:13]=3[N:14]=2)=[CH:22][CH:21]=1. Yields the product N1=CC=C(C=C1)C=1N=C(C2=C(N1)SC=C2C)NCC2=CC=C(C=C2)F (2-(pyridin-4-yl)-4-(4-fluorobenzylamino)-5-methyl-thieno-[2,3-d]-pyrimidine). Reported procedure: With the procedure of Example 1, the reaction of 4-fluorobenzylamine with 4-chloro-2-(pyridin-4-yl)-5-methyl-thieno-[2,3-d]-pyrimidine yields 2-(pyridin-4-yl)-4-(4-fluorobenzylamino)-5-methyl-thieno-[2,3-d]-pyrimidine. Starting materials: C1(=CC=CC=C1)C(N1N=C(N=C1)SCCCOC=1C=C(C#N)C=CC1)(C1=CC=CC=C1)C1=CC=CC=C1 (3-[(3-{[1-(triphenylmethyl)-1H-1,2,4-triazol-3-yl]thio}propyl)oxy]benzonitrile), C1(=CC=CC=C1)C(N1N=C(N=C1)SCCCCOC=1C=C(C#N)C=CC1)(C1=CC=CC=C1)C1=CC=CC=C1 (3-[(4-{[1-(triphenylmethyl)-1H-1,2,4-triazol-3-yl]thio}butyl)oxy]benzonitrile). The product is C1(=CC=CC=C1)C(N1N=C(N=C1)SCCCCOC=1C=C(C=CC1)CN)(C1=CC=CC=C1)C1=CC=CC=C1 (1-{3-[(4-{[1-(triphenylmethyl)-1H-1,2,4-triazol-3-yl]thio}butyl)oxy]phenyl}methanamine), oil. The yield is 86.0%. As a reaction SMILES: C1(C(C2C=CC=CC=2)(C2C=CC=CC=2)N2C=NC(SCCCOC3C=C(C=CC=3)C#N)=N2)C=CC=CC=1.[C:38]1([C:44]([C:70]2[CH:75]=[CH:74][CH:73]=[CH:72][CH:71]=2)([C:64]2[CH:69]=[CH:68][CH:67]=[CH:66][CH:65]=2)[N:45]2[CH:49]=[N:48][C:47]([S:50][CH2:51][CH2:52][CH2:53][CH2:54][O:55][C:56]3[CH:57]=[C:58]([CH:61]=[CH:62][CH:63]=3)[C:59]#[N:60])=[N:46]2)[CH:43]=[CH:42][CH:41]=[CH:40][CH:39]=1>>[C:64]1([C:44]([C:70]2[CH:75]=[CH:74][CH:73]=[CH:72][CH:71]=2)([C:38]2[CH:39]=[CH:40][CH:41]=[CH:42][CH:43]=2)[N:45]2[CH:49]=[N:48][C:47]([S:50][CH2:51][CH2:52][CH2:53][CH2:54][O:55][C:56]3[CH:57]=[C:58]([CH2:59][NH2:60])[CH:61]=[CH:62][CH:63]=3)=[N:46]2)[CH:69]=[CH:68][CH:67]=[CH:66][CH:65]=1. Procedure: By a method similar to that in Reference Example 7 and using, instead of 3-[(3-{[1-(triphenylmethyl)-1H-1,2,4-triazol-3-yl]thio}propyl)oxy]benzonitrile, 3-[(4-{[1-(triphenylmethyl)-1H-1,2,4-triazol-3-yl]thio}butyl)oxy]benzonitrile obtained in Reference Example 10, the title compound was obtained as a yellow oil (8.65 g, 86%).